This data is from the Open Reaction Database (ORD), a public repository of structured organic reaction records. The task is: describe an organic reaction: reactants, conditions, products, and yield Reactants: Cc1cn(-c2ccc(Br)cc2C#N)cn1, Nc1ncn(Cc2ccc(Cl)cc2Cl)n1. The product is Cc1cn(-c2ccc(Nc3ncn(Cc4ccc(Cl)cc4Cl)n3)cc2C#N)cn1. RXN SMILES: [Br:1][c:2]1[cH:3][cH:4][c:5](-[n:10]2[cH:11][n:12][c:13]([CH3:15])[cH:14]2)[c:6]([C:7]#[N:8])[cH:9]1.[Cl:16][c:17]1[c:18]([CH2:19][n:20]2[n:21][c:22]([NH2:25])[n:23][cH:24]2)[cH:26][cH:27][c:28]([Cl:30])[cH:29]1>>[c:2]1([NH:25][c:22]2[n:21][n:20]([CH2:19][c:18]3[c:17]([Cl:16])[cH:29][c:28]([Cl:30])[cH:27][cH:26]3)[cH:24][n:23]2)[cH:3][cH:4][c:5](-[n:10]2[cH:11][n:12][c:13]([CH3:15])[cH:14]2)[c:6]([C:7]#[N:8])[cH:9]1. Reactants: [H][H] (hydrogen), C(C1=CC=CC=C1)ONC(C(C1(C(N(CC1)CCC1=CC=CC=C1)=O)CC(C)C)C)=O (N-benzyloxy-α-methyl-3-(2-methylpropyl)-2-oxo-1-(2-phenylethyl)-3-pyrrolidineacetamide). The reagents and catalysts are [OH-].[OH-].[Pd+2] (Pearlman's catalyst). Run in CO (MeOH). Reaction conditions: time 4 hour. Product: ONC(C(C1(C(N(CC1)CCC1=CC=CC=C1)=O)CC(C)C)C)=O (N-Hydroxy-α-methyl-3-(2-methylpropyl)-2-oxo-1-(2-phenylethyl)-3-pyrrolidineacetamide). Yield: 89.0%. Reaction SMILES: [H][H].C([O:10][NH:11][C:12](=[O:33])[CH:13]([CH3:32])[C:14]1([CH2:28][CH:29]([CH3:31])[CH3:30])[CH2:18][CH2:17][N:16]([CH2:19][CH2:20][C:21]2[CH:26]=[CH:25][CH:24]=[CH:23][CH:22]=2)[C:15]1=[O:27])C1C=CC=CC=1>[OH-].[OH-].[Pd+2].CO>[OH:10][NH:11][C:12](=[O:33])[CH:13]([CH3:32])[C:14]1([CH2:28][CH:29]([CH3:30])[CH3:31])[CH2:18][CH2:17][N:16]([CH2:19][CH2:20][C:21]2[CH:26]=[CH:25][CH:24]=[CH:23][CH:22]=2)[C:15]1=[O:27] |f:2.3.4|. Procedure details: An atmosphere of hydrogen is placed over a mixture of N-benzyloxy-α-methyl-3-(2-methylpropyl)-2-oxo-1-(2-phenylethyl)-3-pyrrolidineacetamide (80.0 mg, 0.189 mmol), MeOH (4.5 mL) and Pearlman's catalyst (15 mg). The mixture is stirred at room temperature for 4 hours. The mixture is filtered, the solids rinsed with MeOH (4×5 mL), and the filtrate concentrated to give 55.9 mg of an oil. Crystallization from hexane provided 46.9 mg (75%) of the title compound as a white solid (mp 107°-108° C.).